From a dataset of the Open Reaction Database (ORD), a public repository of structured organic reaction records. describe an organic reaction: reactants, conditions, products, and yield Starting materials: C(=O)(O)[O-].[Na+] (NaHCO3), COC(=O)C=1SC(=CC1N([C@@H]1CC[C@H](CC1)OC1OCCCC1)C(=O)[C@@H]1CC[C@H](CC1)C)C1(C=CCCC1)O (5-(1-hydroxy-cyclohex-2-enyl)-3-{(trans-4-methyl-cyclohexanecarbonyl)-[trans-4-(tetrahydro-pyran-2-yloxy)-cyclohexyl]-amino}-thiophene-2-carboxylic acid methyl ester), FC(C(=O)O)(F)F (trifluoroacetic acid), C(C)[SiH](CC)CC (Triethylsilane). Solvent: C(Cl)Cl (DCM). Run at time 3.5 hour. Product: COC(=O)C=1SC(=CC1N([C@@H]1CC[C@H](CC1)OC1OCCCC1)C(=O)[C@@H]1CC[C@H](CC1)C)C1=CC(CCC1)O (5-(3-Hydroxy-cyclohex-1-enyl)-3-{(trans-4-methyl-cyclohexanecarbonyl)-[trans-4-(tetrahydro-pyran-2-yloxy)-cyclohexyl]-amino}-thiophene-2-carboxylic acid methyl ester). The yield is 45.7%. As a reaction SMILES: [CH3:1][O:2][C:3]([C:5]1[S:6][C:7]([C:33]2(O)[CH2:38][CH2:37][CH2:36][CH:35]=[CH:34]2)=[CH:8][C:9]=1[N:10]([C:24]([C@H:26]1[CH2:31][CH2:30][C@H:29]([CH3:32])[CH2:28][CH2:27]1)=[O:25])[C@H:11]1[CH2:16][CH2:15][C@H:14]([O:17][CH:18]2[CH2:23][CH2:22][CH2:21][CH2:20][O:19]2)[CH2:13][CH2:12]1)=[O:4].C([SiH](CC)CC)C.FC(F)(F)C(O)=[O:50].C([O-])(O)=O.[Na+]>C(Cl)Cl>[CH3:1][O:2][C:3]([C:5]1[S:6][C:7]([C:33]2[CH2:38][CH2:37][CH2:36][CH:35]([OH:50])[CH:34]=2)=[CH:8][C:9]=1[N:10]([C:24]([C@H:26]1[CH2:27][CH2:28][C@H:29]([CH3:32])[CH2:30][CH2:31]1)=[O:25])[C@H:11]1[CH2:12][CH2:13][C@H:14]([O:17][CH:18]2[CH2:23][CH2:22][CH2:21][CH2:20][O:19]2)[CH2:15][CH2:16]1)=[O:4] |f:3.4|. Procedure: A solution of 5-(1-hydroxy-cyclohex-2-enyl)-3-{(trans-4-methyl-cyclohexanecarbonyl)-[trans-4-(tetrahydro-pyran-2-yloxy)-cyclohexyl]-amino}-thiophene-2-carboxylic acid methyl ester (48 mg, 0.086 mmol) in DCM (1 mL) was cooled to −50° C. Triethylsilane (43 μl, 0.27 mmol) was added followed by gradual addition of trifluoroacetic acid (total 22 μl, 0.28 mmol) (4 μl to 6 μl every 30 min). The mixture was stirred at −40° C. to −50° C. for 3.5 h. Aqueous NaHCO3 was added and the mixture was allowed to ... Reactants: C(C)(=O)OC(C)=O (acetic anhydride), C(CCCCCCCCC\C=C/CCCCC)O ((Z)-11-heptadecenol), C(CCCCCCCCC\C=C/CCCCC)O ((Z)-11-heptadecenol). Run in N1=CC=CC=C1 (pyridine). The product is C(C)(=O)OCCCCCCCCCC\C=C/CCCCC ((Z)-11-heptadecenyl acetate). Isolated yield 42.0%. Reaction SMILES: [CH2:1]([OH:18])[CH2:2][CH2:3][CH2:4][CH2:5][CH2:6][CH2:7][CH2:8][CH2:9][CH2:10]/[CH:11]=[CH:12]\[CH2:13][CH2:14][CH2:15][CH2:16][CH3:17].[C:19](OC(=O)C)(=[O:21])[CH3:20]>N1C=CC=CC=1>[C:19]([O:18][CH2:1][CH2:2][CH2:3][CH2:4][CH2:5][CH2:6][CH2:7][CH2:8][CH2:9][CH2:10]/[CH:11]=[CH:12]\[CH2:13][CH2:14][CH2:15][CH2:16][CH3:17])(=[O:21])[CH3:20]. Procedure: The obtained (Z)-11-heptadecenol (Formula II, R=CH3) is added to a mixture of 5 ml. of dry pyridine and 3.5 ml of acetic anhydride, and the mixture is stirred at 0° C. for 3 hours. The solution is poured onto ice and extracted with methylene chloride. The extract is washed with water, 3% aqueous sulfuric acid and again with water, dried over magnesium sulfate, filtered, and the solvent is evaporated. The residue is distilled in fine vacuo. 2.25 g (42%) of (Z)-11-heptadecenyl acetate (Formula I, ... The reactants are C(C1=CC=CC=C1)Br (benzyl bromide), [H-].[Na+] (sodium hydride), CS(=O)C (DMSO), CS(=O)C (DMSO), OCCCC(=O)[O-].[Na+] (sodium 4-hydroxybutyrate). Solvent: CCCCCC (hexane), CCOCC (ether). Conditions: temperature 60 celsius, time 1 hour. The product is C(C1=CC=CC=C1)OCCCC(=O)O (4-benzyloxybutyric acid). Isolated yield 49.5%. Reaction SMILES: [H-].[Na+].CS(C)=O.[OH:7][CH2:8][CH2:9][CH2:10][C:11]([O-:13])=[O:12].[Na+].[CH2:15](Br)[C:16]1[CH:21]=[CH:20][CH:19]=[CH:18][CH:17]=1>CCCCCC.CCOCC>[CH2:15]([O:7][CH2:8][CH2:9][CH2:10][C:11]([OH:13])=[O:12])[C:16]1[CH:21]=[CH:20][CH:19]=[CH:18][CH:17]=1 |f:0.1,3.4|. Procedure details: 4.0 g (60%, 0.1 mol) of sodium hydride were washed in hexane and mixed with 30 ml of dry DMSO, and the resulting admixture was stirred at 60° C. on an oil bath for 1 hour under a nitrogen gas flow. The mixture was stirred at room temperature, and dry DMSO containing 12.6 g (0.1 mol) of sodium 4-hydroxybutyrate (100 ml) was added. After stirring at room temperature for 2 hours, the reaction solution was cooled on an ice bath, 0.2 mol of benzyl bromide was added, and the reaction was carried out a... Reactants: CC=1C=C(CNC(=O)C2=CN(C(=C(C2=O)C2=CC(=CC=C2)C(F)(F)F)C)C(C)C)C=CC1S(=NC#N)C (1-Isopropyl-6-methyl-4-oxo-5-(3-trifluoromethyl-phenyl)-1,4-dihydro-pyridine-3-carboxylic acid 3-methyl-4-(N-cyano-S-methylsulfinimidoyl)-benzylamide), C(C)(=O)O (acetic acid), [Mn](=O)(=O)(=O)[O-].[K+] (potassium permanganate), [Mn](=O)(=O)(=O)[O-].[K+] (potassium permanganate), S(=S)(=O)([O-])[O-].[Na+].[Na+] (sodium thiosulfate). Run in C(C)#N (acetonitrile), C(C)#N (acetonitrile), O (water). The product is CC=1C=C(CNC(=O)C2=CN(C(=C(C2=O)C2=CC(=CC=C2)C(F)(F)F)C)C(C)C)C=CC1S(=O)(=NC#N)C (1-Isopropyl-6-methyl-4-oxo-5-(3-trifluoromethyl-phenyl)-1,4-dihydro-pyridine-3-carboxylic acid 3-methyl-4-(N-cyano-S-methylsulfonimidoyl)-benzylamide). Reaction SMILES: [CH3:1][C:2]1[CH:3]=[C:4]([CH:30]=[CH:31][C:32]=1[S:33]([CH3:37])=[N:34][C:35]#[N:36])[CH2:5][NH:6][C:7]([C:9]1[C:14](=[O:15])[C:13]([C:16]2[CH:21]=[CH:20][CH:19]=[C:18]([C:22]([F:25])([F:24])[F:23])[CH:17]=2)=[C:12]([CH3:26])[N:11]([CH:27]([CH3:29])[CH3:28])[CH:10]=1)=[O:8].C(O)(=[O:40])C.[Mn]([O-])(=O)(=O)=O.[K+].S([O-])([O-])(=O)=S.[Na+].[Na+]>C(#N)C.O>[CH3:1][C:2]1[CH:3]=[C:4]([CH:30]=[CH:31][C:32]=1[S:33]([CH3:37])(=[N:34][C:35]#[N:36])=[O:40])[CH2:5][NH:6][C:7]([C:9]1[C:14](=[O:15])[C:13]([C:16]2[CH:21]=[CH:20][CH:19]=[C:18]([C:22]([F:25])([F:24])[F:23])[CH:17]=2)=[C:12]([CH3:26])[N:11]([CH:27]([CH3:29])[CH3:28])[CH:10]=1)=[O:8] |f:2.3,4.5.6|. Procedure: A solution of 1-isopropyl-6-methyl-4-oxo-5-(3-trifluoromethyl-phenyl)-1,4-dihydro-pyridine-3-carboxylic acid 3-methyl-4-(N-cyano-S-methylsulfinimidoyl)-benzylamide (preparation 66d, 25 mg, 47 μmol) and acetic acid (3 μL, 50 μmol) in acetonitrile (0.2 mL) is added to a solution of potassium permanganate (8 mg, 50 μmol) in acetonitrile (0.15 mL) and water (0.15 mL). After 3 h another portion of potassium permanganate (8 mg, 50 μmol) is added and the mixture is heated at reflux. After 2 h saturated...